Dataset: the Open Reaction Database (ORD), a public repository of structured organic reaction records. Task: describe an organic reaction: reactants, conditions, products, and yield Starting materials: C=1(N=C(N=C2C=CC3=C(C12)C=CN3)N)N (7H-pyrrolo[3,2-f]quinazoline-1,3-diamine), ClC=1SC2=C(N1)C=CC=C2 (2-chlorobenzothiazole), ClC=1SC2=C(N1)C=CC=C2 (2-chlorobenzothiazole), [H-].[Na+] (sodium hydride), ClC=1SC2=C(N1)C=CC=C2 (2-chlorobenzothiazole). The solvent is CN(C=O)C (dimethylformamide). Run at time 11 hour. The product is S1C(=NC2=C1C=CC=C2)N2C=CC=1C3=C(N=C(N=C3C=CC12)N)N (7-(2-Benzothiazolyl)-7H-pyrrolo-[3,2-f]quinazoline-1,3-diamine). As a reaction SMILES: [C:1]1([NH2:15])[N:2]=[C:3]([NH2:14])[N:4]=[C:5]2[C:10]=1[C:9]1[CH:11]=[CH:12][NH:13][C:8]=1[CH:7]=[CH:6]2.[H-].[Na+].Cl[C:19]1[S:20][C:21]2[CH:27]=[CH:26][CH:25]=[CH:24][C:22]=2[N:23]=1>CN(C)C=O>[S:20]1[C:21]2[CH:27]=[CH:26][CH:25]=[CH:24][C:22]=2[N:23]=[C:19]1[N:13]1[C:8]2[CH:7]=[CH:6][C:5]3[C:10](=[C:1]([NH2:15])[N:2]=[C:3]([NH2:14])[N:4]=3)[C:9]=2[CH:11]=[CH:12]1 |f:1.2|. Reported procedure: To 3.98 g. 7H-pyrrolo[3,2-f]quinazoline-1,3-diamine dissolved in 250 ml. dry dimethylformamide are added, with stirring under nitrogen, 1.15 g. ca. 50% sodium hydride-mineral oil dispersion. After stirring for 1.5 hours, 3.90 g. 2-chlorobenzothiazole are added and the mixture is heated at 95° for 3 hours. An additional 1.29 g. 2-chlorobenzothiazole are added and heating at 95° is continued for 11 hours. A third portion of 2-chlorobenzothiazole (1.29 g.) is added and heating at 95° is continued f...